describe an organic reaction: reactants, conditions, products, and yield From a dataset of the Open Reaction Database (ORD), a public repository of structured organic reaction records. Starting materials: CN1CCNCC1, COc1ccccc1, [Cl-], [Cl-], [Cl-], [Cl-], COC(=O)c1c(Nc2ccccc2N)sc2ccc(C)cc12, [Ti+4]. Product: Cc1ccc2sc3c(c2c1)C(N1CCN(C)CC1)=Nc1ccccc1N3. Reaction SMILES: [CH3:23][N:24]1[CH2:25][CH2:26][NH:27][CH2:28][CH2:29]1.[CH3:30][O:31][c:32]1[cH:33][cH:34][cH:35][cH:36][cH:37]1.[Cl-:38].[Cl-:39].[Cl-:40].[Cl-:41].[NH2:1][c:2]1[c:3]([NH:4][c:5]2[c:6]([C:15]([O:16][CH3:17])=[O:18])[c:7]3[c:8]([s:9]2)[cH:10][cH:11][c:12]([CH3:14])[cH:13]3)[cH:19][cH:20][cH:21][cH:22]1.[Ti+4:42]>>[N:1]1=[C:15]([N:27]2[CH2:26][CH2:25][N:24]([CH3:23])[CH2:29][CH2:28]2)[c:6]2[c:5]([s:9][c:8]3[c:7]2[cH:13][c:12]([CH3:14])[cH:11][cH:10]3)[NH:4][c:3]2[c:2]1[cH:22][cH:21][cH:20][cH:19]2. Starting materials: NCC1=CN=C(S1)C1=CC=C(N=N1)N(C(OC(C)(C)C)=O)CC1(CCC1)C1=NC=CC=C1F (t-butyl 6-(5-(aminomethyl)thiazol-2-yl)pyridazin-3-yl((1-(3-fluoropyridin-2-yl)cyclobutyl)methyl)carbamate), C(CO)(=O)O (glycolic acid), C=1C=CC2=C(C1)N=NN2O (HOBt), C(CCl)Cl (EDC), TEA. The solvent is C(C)(=O)OCC (ethyl acetate), CN(C)C=O (DMF). Reaction conditions: temperature 60 celsius, time 1 hour. The product is FC=1C(=NC=CC1)C1(CCC1)CN(C(OC(C)(C)C)=O)C=1N=NC(=CC1)C=1SC(=CN1)CNC(CO)=O (t-butyl (1-(3-fluoropyridin-2-yl)cyclobutyl)methyl(6-(5-((2-hydroxyacetamido)methyl)thiazol-2-yl)pyridazin-3-yl)carbamate). Yield: 73.8%. RXN SMILES: [NH2:1][CH2:2][C:3]1[S:7][C:6]([C:8]2[N:13]=[N:12][C:11]([N:14]([CH2:22][C:23]3([C:27]4[C:32]([F:33])=[CH:31][CH:30]=[CH:29][N:28]=4)[CH2:26][CH2:25][CH2:24]3)[C:15](=[O:21])[O:16][C:17]([CH3:20])([CH3:19])[CH3:18])=[CH:10][CH:9]=2)=[N:5][CH:4]=1.[C:34](O)(=[O:37])[CH2:35][OH:36].C1C=CC2N(O)N=NC=2C=1.C(Cl)CCl>C(OCC)(=O)C.CN(C=O)C>[F:33][C:32]1[C:27]([C:23]2([CH2:22][N:14]([C:11]3[N:12]=[N:13][C:8]([C:6]4[S:7][C:3]([CH2:2][NH:1][C:35](=[O:36])[CH2:34][OH:37])=[CH:4][N:5]=4)=[CH:9][CH:10]=3)[C:15](=[O:21])[O:16][C:17]([CH3:19])([CH3:20])[CH3:18])[CH2:26][CH2:25][CH2:24]2)=[N:28][CH:29]=[CH:30][CH:31]=1. Reported procedure: t-butyl 6-(5-(aminomethyl)thiazol-2-yl)pyridazin-3-yl((1-(3-fluoropyridin-2-yl)cyclobutyl)methyl)carbamate (4.8 g, 10 mmol), glycolic acid (0.9 g, 12 mmol), HOBt (1.6 g, 12 mmol), EDC (2.3 g, 12 mmol), DMF (50 mL), and TEA (5.9 mL) were added to a 250 mL round bottom flask and the reaction was heated to 60° C. and stirred for 1 h. The reaction was poured into ethyl acetate (400 mL), washed with water (3×100 mL), and the combined organic layers were separated, dried over Na2SO4, filtered, concent... Starting materials: OC1=CC=C(C=O)C=C1 (4-hydroxybenzaldehyde), [H-].[Na+] (NaH), CN(CCCCl)C (3-dimethylaminopropyl chloride). The solvent is CN(C=O)C (dimethylformamide), C1(=CC=CC=C1)C (toluene). Yields the product CN(CCCOC1=CC=C(C=O)C=C1)C (4-(3-Dimethylaminopropoxy)benzaldehyde). As a reaction SMILES: [OH:1][C:2]1[CH:9]=[CH:8][C:5]([CH:6]=[O:7])=[CH:4][CH:3]=1.[H-].[Na+].[CH3:12][N:13]([CH3:18])[CH2:14][CH2:15][CH2:16]Cl>CN(C)C=O.C1(C)C=CC=CC=1>[CH3:12][N:13]([CH3:18])[CH2:14][CH2:15][CH2:16][O:1][C:2]1[CH:9]=[CH:8][C:5]([CH:6]=[O:7])=[CH:4][CH:3]=1 |f:1.2|. Procedure: A stirred solution of 61.0 g (0.50 mole) of 4-hydroxybenzaldehyde in 400 ml of dimethylformamide (nitrogen atmosphere) is gradually treated with 24.0 g of 50% NaH. The temperature is kept below 35° using an ice water bath. When the addition is completed, the thick mixture is heated to 70° several minutes, then cooled to 35° before the addition of 417 ml of 1.8N (0.75 mole) of 3-dimethylaminopropyl chloride in toluene. Starting materials: O=C(COC1=CC=C(C=C1)C(C(=O)OC)C(=O)OC)C (dimethyl 4-(2-oxopropoxy)phenylmalonate), C(#N)[BH3-].[Na+] (sodium cyanoborohydride), NCC(O)C1=CC(=CC=C1)Cl (2-amino-1-(3-chlorophenyl)ethanol), C1=CC=CC=C1 (benzene). Solvent: CO (methanol). Product: COC(=O)C(C1=CC=C(OCC(C)NCC(O)C2=CC(=CC=C2)Cl)C=C1)C(=O)OC (2-{2-[4-Bis(methoxycarbonyl)methylphenoxyl]-1-methylethyl}amino-1-(3-chlorophenyl)ethanol). The yield is 61.2%. Reaction SMILES: O=[C:2]([CH3:20])[CH2:3][O:4][C:5]1[CH:10]=[CH:9][C:8]([CH:11]([C:16]([O:18][CH3:19])=[O:17])[C:12]([O:14][CH3:15])=[O:13])=[CH:7][CH:6]=1.[NH2:21][CH2:22][CH:23]([C:25]1[CH:30]=[CH:29][CH:28]=[C:27]([Cl:31])[CH:26]=1)[OH:24].C1C=CC=CC=1.C([BH3-])#N.[Na+]>CO>[CH3:19][O:18][C:16]([CH:11]([C:12]([O:14][CH3:15])=[O:13])[C:8]1[CH:7]=[CH:6][C:5]([O:4][CH2:3][CH:2]([NH:21][CH2:22][CH:23]([C:25]2[CH:30]=[CH:29][CH:28]=[C:27]([Cl:31])[CH:26]=2)[OH:24])[CH3:20])=[CH:10][CH:9]=1)=[O:17] |f:3.4|. Reported procedure: Following a procedure similar to that described in Example 6, but using 0.42 g of dimethyl 4-(2-oxopropoxy)phenylmalonate (prepared as described in Preparation 38), 0.26 g of 2-amino-1-(3-chlorophenyl)ethanol (prepared as described in Preparation 8), 50 ml of dry benzene, 50 ml of absolute methanol and 0.9 g of sodium cyanoborohydride, and then purifying the reaction product by column chromatography through silica gel, using ethyl acetate as the eluent, 0.4 g of the title compound was obtained, ... As a reaction SMILES: [C:29](=[O:30])([O-:31])[O-:32].[CH3:39][O:40][CH2:41][CH2:42][O:43][CH3:44].[Cl:35][CH2:36][Cl:37].[Cs+:33].[Cs+:34].[OH2:38].[c:1]1([NH:7][C:8](=[O:9])[c:10]2[cH:11][c:12]([Br:19])[cH:13][c:14]3[cH:15][n:16][nH:17][c:18]23)[cH:2][cH:3][cH:4][cH:5][cH:6]1.[n:20]1[cH:21][c:22]([B:26]([OH:27])[OH:28])[cH:23][cH:24][cH:25]1>>[c:1]1([NH:7][C:8](=[O:9])[c:10]2[cH:11][c:12](-[c:22]3[cH:21][n:20][cH:25][cH:24][cH:23]3)[cH:13][c:14]3[cH:15][n:16][nH:17][c:18]23)[cH:2][cH:3][cH:4][cH:5][cH:6]1. Starting materials: O=C([O-])[O-], COCCOC, ClCCl, [Cs+], [Cs+], O, O=C(Nc1ccccc1)c1cc(Br)cc2cn[nH]c12, OB(O)c1cccnc1. Product: O=C(Nc1ccccc1)c1cc(-c2cccnc2)cc2cn[nH]c12. Starting materials: ClC1=C(C=CC=C1)NC(=O)NC1=NC(=NC=C1CO)SC ([(2—Chlorophenyl)amino]-N-[5-(hydroxymethyl)-2-methylthiopyrimidin-4-yl]carboxamide), 8L, P(Br)(Br)Br (phosphorus tribromide). Solvent: O1CCCC1 (tetrahydrofuran), O1CCCC1 (tetrahydrofuran). Conditions: time 4 hour. Product: ClC1=C(C=CC=C1)NC(=O)NC1=NC(=NC=C1CBr)SC ([(2-chlorophenyl)amino]-N-[5-(bromomethyl)-2-methylthiopyrimidin-4-yl]carboxamide). The yield is 71.0%. As a reaction SMILES: [Cl:1][C:2]1[CH:7]=[CH:6][CH:5]=[CH:4][C:3]=1[NH:8][C:9]([NH:11][C:12]1[C:17]([CH2:18]O)=[CH:16][N:15]=[C:14]([S:20][CH3:21])[N:13]=1)=[O:10].P(Br)(Br)[Br:23]>O1CCCC1>[Cl:1][C:2]1[CH:7]=[CH:6][CH:5]=[CH:4][C:3]=1[NH:8][C:9]([NH:11][C:12]1[C:17]([CH2:18][Br:23])=[CH:16][N:15]=[C:14]([S:20][CH3:21])[N:13]=1)=[O:10]. Reported procedure: [(2—Chlorophenyl)amino]-N-[5-(hydroxymethyl)-2-methylthiopyrimidin-4-yl]carboxamide (1363 g) was mixed with 8L of tetrahydrofuran and mechanical stirring begun under nitrogen. Then phosphorus tribromide (135 mL) in 800 mL tetrahydrofuran were added to the mixture over 15 minutes. Stirring was continued for 4 hours, at which time the reaction was stopped and filtered. The filter cake was washed once with tetrahydrofuran and dried overnight at 55° C. in vacuum oven to give 1360 g (71%) of [(2-chlo... Reactants: ClCC1=NC(=NC=C1)C1=NC=CC(=N1)CCl (4,4'-Bis(chloromethyl)-2,2'-bipyrimidine), N(CC(=O)OC(C)(C)C)CC(=O)OC(C)(C)C (di-t-butyl iminodiacetate), C([O-])([O-])=O.[Na+].[Na+] (sodium carbonate). The solvent is C(C)#N (acetonitrile). Product: C(C)(C)(C)OC(=O)CN(CC(=O)OC(C)(C)C)CC1=NC(=NC=C1)C1=NC=CC(=N1)CN(CC(=O)OC(C)(C)C)CC(=O)OC(C)(C)C (4,4'-Bis(N,N-bis(t-butoxycarbonylmethyl)aminomethyl)-2,2'-bipyrimidine). RXN SMILES: Cl[CH2:2][C:3]1[CH:8]=[CH:7][N:6]=[C:5]([C:9]2[N:14]=[C:13]([CH2:15]Cl)[CH:12]=[CH:11][N:10]=2)[N:4]=1.[NH:17]([CH2:26][C:27]([O:29][C:30]([CH3:33])([CH3:32])[CH3:31])=[O:28])[CH2:18][C:19]([O:21][C:22]([CH3:25])([CH3:24])[CH3:23])=[O:20].[C:34](=[O:37])([O-:36])[O-].[Na+].[Na+]>C(#N)C>[C:30]([O:29][C:27]([CH2:26][N:17]([CH2:2][C:3]1[CH:8]=[CH:7][N:6]=[C:5]([C:9]2[N:14]=[C:13]([CH2:15][N:17]([CH2:18][C:19]([O:21][C:22]([CH3:25])([CH3:23])[CH3:24])=[O:20])[CH2:26][C:34]([O:36][C:30]([CH3:33])([CH3:32])[CH3:31])=[O:37])[CH:12]=[CH:11][N:10]=2)[N:4]=1)[CH2:18][C:19]([O:21][C:22]([CH3:24])([CH3:25])[CH3:23])=[O:20])=[O:28])([CH3:33])([CH3:32])[CH3:31] |f:2.3.4|. Procedure: 4,4'-Bis(chloromethyl)-2,2'-bipyrimidine (18.0 mg, 0.0793 mmoles), di-t-butyl iminodiacetate (76.3 mg, 0.31 mmoles), sodium carbonate (210 mg) and acetonitrile (3 ml) were refluxed overnight. The mixture was filtered, the solvent was evaporated and the product was purified by flash chromatography (silica, 0-5% methanol/chloroform). Reactants: Cc1c(F)cccc1Br, O=C([O-])[O-], C1COCCO1, COC(=O)c1ccc(C)c(C(=O)c2ccc(N)cc2Cl)c1, CC(C)c1cc(C(C)C)c(-c2ccccc2P(C2CCCCC2)C2CCCCC2)c(C(C)C)c1, [Cs+], [Cs+], CC(=O)[O-], CC(=O)[O-], [Pd+2]. Product: COC(=O)c1ccc(C)c(C(=O)c2ccc(Nc3cccc(F)c3C)cc2Cl)c1. Reaction SMILES: [Br:1][c:2]1[c:3]([CH3:9])[c:4]([F:8])[cH:5][cH:6][cH:7]1.[C:65](=[O:66])([O-:67])[O-:68].[CH2:71]1[O:72][CH2:73][CH2:74][O:75][CH2:76]1.[CH3:10][O:11][C:12]([c:13]1[cH:14][c:15]([C:20]([c:21]2[c:22]([Cl:28])[cH:23][c:24]([NH2:27])[cH:25][cH:26]2)=[O:29])[c:16]([CH3:19])[cH:17][cH:18]1)=[O:30].[CH:31]1([P:32]([CH:33]2[CH2:34][CH2:35][CH2:36][CH2:37][CH2:38]2)[c:39]2[cH:40][cH:41][cH:42][cH:43][c:44]2-[c:45]2[c:46]([CH:47]([CH3:48])[CH3:49])[cH:50][c:51]([CH:52]([CH3:53])[CH3:54])[cH:55][c:56]2[CH:57]([CH3:58])[CH3:59])[CH2:60][CH2:61][CH2:62][CH2:63][CH2:64]1.[Cs+:69].[Cs+:70].[O-:78][C:79]([CH3:80])=[O:81].[O-:82][C:83]([CH3:84])=[O:85].[Pd+2:77]>>[c:2]1([NH:27][c:24]2[cH:23][c:22]([Cl:28])[c:21]([C:20]([c:15]3[cH:14][c:13]([C:12]([O:11][CH3:10])=[O:30])[cH:18][cH:17][c:16]3[CH3:19])=[O:29])[cH:26][cH:25]2)[c:3]([CH3:9])[c:4]([F:8])[cH:5][cH:6][cH:7]1. Starting materials: C(C)(C)(C)C1=CC=C(C=C1)SCl (4-tert.-butylphenylsulphenyl chloride), O1C(NCC1)=O (oxazolidin-2-one). Product: C(C)(C)(C)C1=CC=C(C=C1)SN1C(OCC1)=O (3-(4-tert.-butylphenylthio)-oxazolidin-2-one). Reaction SMILES: [C:1]([C:5]1[CH:10]=[CH:9][C:8]([S:11]Cl)=[CH:7][CH:6]=1)([CH3:4])([CH3:3])[CH3:2].[O:13]1[CH2:17][CH2:16][NH:15][C:14]1=[O:18]>>[C:1]([C:5]1[CH:10]=[CH:9][C:8]([S:11][N:15]2[CH2:16][CH2:17][O:13][C:14]2=[O:18])=[CH:7][CH:6]=1)([CH3:4])([CH3:3])[CH3:2]. Procedure details: Analogously to Example 4, 2.7 g of 3-(4-tert.-butylphenylthio)-oxazolidin-2-one were obtained as colourless crystals with a melting point of 76° to 81° C. from 4-tert.-butylphenylsulphenyl chloride and oxazolidin-2-one. The reactants are C[Si](C)(C)[N-][Si](C)(C)C, COC(=O)C1C(=O)Nc2cccc(C(F)(F)F)c2CC1c1ccc(OC)cc1, [K+], C1CCOC1, O, CCOP(OCC)OCC. Product: COC(=O)C1(O)C(=O)Nc2cccc(C(F)(F)F)c2CC1c1ccc(OC)cc1. RXN SMILES: [CH3:29][Si:30]([CH3:31])([CH3:32])[N-:33][Si:34]([CH3:35])([CH3:36])[CH3:37].[F:1][C:2]([c:3]1[cH:4][cH:5][cH:6][c:7]2[c:8]1[CH2:9][CH:10]([c:19]1[cH:20][cH:21][c:22]([O:25][CH3:26])[cH:23][cH:24]1)[CH:11]([C:15](=[O:16])[O:17][CH3:18])[C:12](=[O:14])[NH:13]2)([F:27])[F:28].[K+:38].[O:49]1[CH2:50][CH2:51][CH2:52][CH2:53]1.[O:54].[P:39]([O:40][CH2:47][CH3:48])([O:41][CH2:42][CH3:43])[O:44][CH2:45][CH3:46]>>[F:1][C:2]([c:3]1[cH:4][cH:5][cH:6][c:7]2[c:8]1[CH2:9][CH:10]([c:19]1[cH:20][cH:21][c:22]([O:25][CH3:26])[cH:23][cH:24]1)[C:11]([C:15](=[O:16])[O:17][CH3:18])([OH:40])[C:12](=[O:14])[NH:13]2)([F:27])[F:28].